This data is from the Open Reaction Database (ORD), a public repository of structured organic reaction records. The task is: describe an organic reaction: reactants, conditions, products, and yield Reactants: ClC=1N(C=C(N1)[N+](=O)[O-])CC1(OC1)C (2-chloro-1-(2-methyloxiran-2-ylmethyl)-4-nitroimidazole), N1(CCNCC1)NC(OC(C)(C)C)=O (tert-butyl piperazin-1-ylcarbamate). Product: C(C)(C)(C)OC(NN1CCN(CC1)CC(CN1C(=NC(=C1)[N+](=O)[O-])Cl)(C)O)=O (tert-butyl{4-[3-(2-chloro-4-nitroimidazol-1-yl)-2-hydroxy-2-methylpropyl]piperazin-1-yl}carbamate). Yield: 72.6%. Reaction SMILES: [Cl:1][C:2]1[N:3]([CH2:10][C:11]2([CH3:14])[CH2:13][O:12]2)[CH:4]=[C:5]([N+:7]([O-:9])=[O:8])[N:6]=1.[N:15]1([NH:21][C:22](=[O:28])[O:23][C:24]([CH3:27])([CH3:26])[CH3:25])[CH2:20][CH2:19][NH:18][CH2:17][CH2:16]1>>[C:24]([O:23][C:22](=[O:28])[NH:21][N:15]1[CH2:20][CH2:19][N:18]([CH2:13][C:11]([OH:12])([CH3:14])[CH2:10][N:3]2[CH:4]=[C:5]([N+:7]([O-:9])=[O:8])[N:6]=[C:2]2[Cl:1])[CH2:17][CH2:16]1)([CH3:27])([CH3:25])[CH3:26]. Procedure: Using 2-chloro-1-(2-methyloxiran-2-ylmethyl)-4-nitroimidazole prepared in Example 6 (4.36 g, 20.0 mmol) and tert-butyl piperazin-1-ylcarbamate (4.44 g, 22.0 mmol) gave tert-butyl{4-[3-(2-chloro-4-nitroimidazol-1-yl)-2-hydroxy-2-methylpropyl]piperazin-1-yl}carbamate (6.08 g, yield 72%) as a white powder in the same manner as in Example 365. The reactants are N[C@@H]1[C@@H](CCCC1)NC1=C(C2=C(C(=N1)C=1C=NN(C1)C)C(N(C2C)CC2=C(C=C(C=C2)OC)OC)=O)F (6-((1R,2S)-2-aminocyclohexylamino)-2-(2,4-dimethoxybenzyl)-7-fluoro-1-methyl-4-(1-methyl-1H-pyrazol-4-yl)-1H-pyrrolo[3,4-c]pyridin-3(2H)-one), C(=O)(C(F)(F)F)O (TFA). Run at temperature 60 celsius. Product: N[C@@H]1[C@@H](CCCC1)NC1=C(C2=C(C(=N1)C=1C=NN(C1)C)C(NC2C)=O)F (6-((1R,2S)-2-Aminocyclohexylamino)-7-fluoro-1-methyl-4-(1-methyl-1H-pyrazol-4-yl)-1H-pyrrolo[3,4-c]pyridin-3(2H)-one), C(=O)(C(F)(F)F)O (TFA). Yield: 71.0%. Reaction SMILES: [NH2:1][C@H:2]1[CH2:7][CH2:6][CH2:5][CH2:4][C@H:3]1[NH:8][C:9]1[N:14]=[C:13]([C:15]2[CH:16]=[N:17][N:18]([CH3:20])[CH:19]=2)[C:12]2[C:21](=[O:36])[N:22](CC3C=CC(OC)=CC=3OC)[CH:23]([CH3:24])[C:11]=2[C:10]=1[F:37].[C:38]([OH:44])([C:40]([F:43])([F:42])[F:41])=[O:39]>>[NH2:1][C@H:2]1[CH2:7][CH2:6][CH2:5][CH2:4][C@H:3]1[NH:8][C:9]1[N:14]=[C:13]([C:15]2[CH:16]=[N:17][N:18]([CH3:20])[CH:19]=2)[C:12]2[C:21](=[O:36])[NH:22][CH:23]([CH3:24])[C:11]=2[C:10]=1[F:37].[C:38]([OH:44])([C:40]([F:43])([F:42])[F:41])=[O:39]. Procedure: A mixture of 6-((1R,2S)-2-aminocyclohexylamino)-2-(2,4-dimethoxybenzyl)-7-fluoro-1-methyl-4-(1-methyl-1H-pyrazol-4-yl)-1H-pyrrolo[3,4-c]pyridin-3(2H)-one (20 mg, 0.039 mmol) and TFA (1 mL) was heated at 60° C. for 2 h. Following reaction, the mixture was purified by preparative HPLC eluting with water (0.05% TFA) and ACN (15-25% gradient, 0.035% TFA) to give the title compound as a TFA salt (10 mg, 71%). 1H NMR (500 MHz, DMSO-d6) δ ppm 1.41 (d, J=6.59 Hz, 3 H), 1.46 (d, J=7.02 Hz, 2 H), 1.60-1.8... Reactants: [Al+3], C1CCOC1, [H-], [H-], [H-], [H-], [Li+], O=C1CCC2CC(Cc3ccccc3)CCC2N1Cc1nc2ccccc2[nH]1. Product: c1ccc(CC2CCC3C(CCCN3Cc3nc4ccccc4[nH]3)C2)cc1. As a reaction SMILES: [Al+3:30].[CH2:35]1[O:36][CH2:37][CH2:38][CH2:39]1.[H-:29].[H-:32].[H-:33].[H-:34].[Li+:31].[nH:1]1[c:2]([CH2:10][N:11]2[C:12](=[O:28])[CH2:13][CH2:14][CH:15]3[CH2:16][CH:17]([CH2:21][c:22]4[cH:23][cH:24][cH:25][cH:26][cH:27]4)[CH2:18][CH2:19][CH:20]23)[n:3][c:4]2[c:5]1[cH:6][cH:7][cH:8][cH:9]2>>[nH:1]1[c:2]([CH2:10][N:11]2[CH2:12][CH2:13][CH2:14][CH:15]3[CH2:16][CH:17]([CH2:21][c:22]4[cH:23][cH:24][cH:25][cH:26][cH:27]4)[CH2:18][CH2:19][CH:20]23)[n:3][c:4]2[c:5]1[cH:6][cH:7][cH:8][cH:9]2. Starting materials: ClCC(C(CCl)C)C (1,4-dichloro-2,3-dimethylbutane), CC1COCC1C (3,4-dimethyltetrahydrofuran), ClCC(CCCl)C (1,4-dichloro-2-methylbutane), CC1COCC1 (3-methyltetrahydrofuran). The product is ClCCOCCl (chloromethyl 2-chloroethyl ether), O1COCC1 (1,3-dioxolane). Reaction SMILES: ClCC(C)[CH2:4][CH2:5][Cl:6].CC1C[CH2:12][O:11]C1.[Cl:14]CC(C)C(C)CCl.CC1[CH:27](C)[CH2:26][O:25][CH2:24]1>>[Cl:6][CH2:5][CH2:4][O:11][CH2:12][Cl:14].[O:25]1[CH2:26][CH2:27][O:11][CH2:24]1. Reported procedure: Using the reaction procedure described above, dimethyl carbonate is reacted with bis(1-chloro-2-propyl) ether to produce 2,6-dimethyl-p-dioxane, with 1,4-dichloro-2-methylbutane to make 3-methyltetrahydrofuran, with 1,4-dichloro-2,3-dimethylbutane to make 3,4-dimethyltetrahydrofuran, and with chloromethyl 2-chloroethyl ether to produce 1,3-dioxolane.